This data is from the Open Reaction Database (ORD), a public repository of structured organic reaction records. The task is: describe an organic reaction: reactants, conditions, products, and yield The reactants are O=CCC(=O)C1N(CCC1)C(=O)OC(C)(C)C (tert-butyl (3-oxopropanoyl)-1-pyrrolidinecarboxylate), N\C(=C/C(=O)OCC)\CCC1=CC=C(C=C1)OC (Ethyl (2Z)-3-amino-5-(4-methoxyphenyl)-2-pentenoate), C(OC)(OC)OC (trimethyl orthoformate), NCC1=NC=CC=C1 (2-aminomethylpyridine), FC(C(=O)OC1=C(C(=C(C(=C1F)F)F)F)F)(F)F (Pentafluorophenyl trifluoracetate), C(#N)C1=C(C(=O)C(=C(C1=O)Cl)Cl)C#N (DDQ), C(=O)C1=CC=C(C(=O)O)C=C1 (4-formylbenzoic acid), N1CCCCC1 (piperidine), C(OC)(OC)OC (trimethyl orthoformate). Reagents/catalysts: CN(C)C=1C=CN=CC1 (DMAP). Run in CN(C)C=O (DMF). Conditions: temperature 80 celsius, time 5 hour. Product: COC1=CC=C(C=C1)CCC1=NC=2C[C@H]3N(C(C2C(=C1C(=O)OCC)C1=CC=C(C=C1)C(=O)NCC1=NC=CC=C1)=O)CCC3 (Ethyl (9aS)-2-[2-(4-methoxyphenyl)ethyl]-5-oxo-4-(4-{[(2-pyridinylmethyl)amino]carbonyl}phenyl)-5,7,8,9,9a,10-hexahydropyrrolo[1,2-g][1,6]naphthyridine-3-carboxylate). The yield is 7.1%. Reaction SMILES: O=[CH:2][CH2:3][C:4]([CH:6]1[CH2:10][CH2:9][CH2:8][N:7]1[C:11]([O:13]C(C)(C)C)=O)=O.[CH:18]([C:20]1[CH:28]=[CH:27][C:23]([C:24]([OH:26])=O)=[CH:22][CH:21]=1)=O.N1CCCCC1.C(OC)(OC)OC.[NH2:42]/[C:43](/[CH2:50][CH2:51][C:52]1[CH:57]=[CH:56][C:55]([O:58][CH3:59])=[CH:54][CH:53]=1)=[CH:44]\[C:45]([O:47][CH2:48][CH3:49])=[O:46].C(C1C(=O)C(Cl)=C(Cl)C(=O)C=1C#N)#N.FC(F)(F)C(OC1C(F)=C(F)C(F)=C(F)C=1F)=O.[NH2:92][CH2:93][C:94]1[CH:99]=[CH:98][CH:97]=[CH:96][N:95]=1>CN(C=O)C.CN(C1C=CN=CC=1)C>[CH3:59][O:58][C:55]1[CH:54]=[CH:53][C:52]([CH2:51][CH2:50][C:43]2[C:44]([C:45]([O:47][CH2:48][CH3:49])=[O:46])=[C:18]([C:20]3[CH:21]=[CH:22][C:23]([C:24]([NH:92][CH2:93][C:94]4[CH:99]=[CH:98][CH:97]=[CH:96][N:95]=4)=[O:26])=[CH:27][CH:28]=3)[C:2]3[C:11](=[O:13])[N:7]4[CH2:8][CH2:9][CH2:10][C@H:6]4[CH2:4][C:3]=3[N:42]=2)=[CH:57][CH:56]=1. Reported procedure: Polymer-bound tert-butyl (3-oxopropanoyl)-1-pyrrolidinecarboxylate (1.0 g, 0.44 meq/g, 0.44 mmol) was suspended in 10 mL anhydrous DMF and 4-formylbenzoic acid (1.5 g, 9.8 mmol) was added followed by piperidine (0.1 mL), and trimethyl orthoformate (0.32 mL). After 5 h at 65° C., the resin was filtered and washed as above and resuspended in 6 mL fresh DMF. Ethyl (2Z)-3-amino-5-(4-methoxyphenyl)-2-pentenoate (1.2 g, 4.9 mmol) was added followed by trimethyl orthoformate (0.32 mL) and the sealed re... Reactants: COC(=O)CC1c2ccccc2N(C(C)=O)C1C, [Na+], O=[N+]([O-])[O-], O=S(=O)(O)O. The product is COC(=O)CC1c2cc([N+](=O)[O-])ccc2N(C(C)=O)C1C. Reaction SMILES: [C:1]([CH3:2])(=[O:3])[N:4]1[CH:5]([CH3:18])[CH:6]([CH2:13][C:14](=[O:15])[O:16][CH3:17])[c:7]2[cH:8][cH:9][cH:10][cH:11][c:12]21.[Na+:19].[O-:20][N+:21]([O-:22])=[O:23].[S:24](=[O:25])(=[O:26])([OH:27])[OH:28]>>[C:1]([CH3:2])(=[O:3])[N:4]1[CH:5]([CH3:18])[CH:6]([CH2:13][C:14](=[O:15])[O:16][CH3:17])[c:7]2[cH:8][c:9]([N+:21](=[O:20])[O-:22])[cH:10][cH:11][c:12]21. The reactants are ClCC#N (chloroacetonitrile), C(C1=CC=CC=C1)N1CCNCC1 (benzylpiperazine). Run in C1CCOC1 (THF), CCN(CC)CC (Et3N). Run at time 10 hour. The product is C(C1=CC=CC=C1)N1CCN(CC1)CC#N (N-benzyl-N′-cyanomethylpiperazine). Reaction SMILES: Cl[CH2:2][C:3]#[N:4].[CH2:5]([N:12]1[CH2:17][CH2:16][NH:15][CH2:14][CH2:13]1)[C:6]1[CH:11]=[CH:10][CH:9]=[CH:8][CH:7]=1>C1COCC1.CCN(CC)CC>[CH2:5]([N:12]1[CH2:17][CH2:16][N:15]([CH2:2][C:3]#[N:4])[CH2:14][CH2:13]1)[C:6]1[CH:7]=[CH:8][CH:9]=[CH:10][CH:11]=1. Reported procedure: An excess of chloroacetonitrile (7 ml) was added in to a solution of benzylpiperazine (2 g, 10.5 mmol) in THF (100 ml) and Et3N (10 ml). The reaction was stirred for 10 hours before quenched with saturated aqueous NaHCO3 (100 ml). The aqueous phase was extracted with EtOAc (3×100 ml). The combined organic layer was dried over MgSO4 and concentrated to a residue, which was used in the further reactions without any purification. Reaction SMILES: [B:10]([O:11][CH2:12][CH2:13][CH2:14][CH3:15])([O:16][CH2:17][CH2:18][CH2:19][CH3:20])[O:21][CH2:22][CH2:23][CH2:24][CH3:25].[Br:1][c:2]1[c:3]([O:8][CH3:9])[s:4][c:5]([Br:7])[cH:6]1.[C:26](=[O:27])([O-:28])[O-:29].[CH2:116]1[O:117][CH2:118][CH2:119][CH2:120]1.[I:32][c:33]1[cH:34][cH:35][cH:36][cH:37][cH:38]1.[Na+:30].[Na+:31].[cH:39]1[cH:40][cH:41][c:42]([P:43]([Pd:44]([P:45]([c:46]2[cH:47][cH:48][cH:49][cH:50][cH:51]2)([c:52]2[cH:53][cH:54][cH:55][cH:56][cH:57]2)[c:58]2[cH:59][cH:60][cH:61][cH:62][cH:63]2)([P:64]([c:65]2[cH:66][cH:67][cH:68][cH:69][cH:70]2)([c:71]2[cH:72][cH:73][cH:74][cH:75][cH:76]2)[c:77]2[cH:78][cH:79][cH:80][cH:81][cH:82]2)[P:83]([c:84]2[cH:85][cH:86][cH:87][cH:88][cH:89]2)([c:90]2[cH:91][cH:92][cH:93][cH:94][cH:95]2)[c:96]2[cH:97][cH:98][cH:99][cH:100][cH:101]2)([c:102]2[cH:103][cH:104][cH:105][cH:106][cH:107]2)[c:108]2[cH:109][cH:110][cH:111][cH:112][cH:113]2)[cH:114][cH:115]1>>[Br:1][c:2]1[c:3]([O:8][CH3:9])[s:4][c:5](-[c:33]2[cH:34][cH:35][cH:36][cH:37][cH:38]2)[cH:6]1. Yields the product COc1sc(-c2ccccc2)cc1Br. Starting materials: CCCCOB(OCCCC)OCCCC, COc1sc(Br)cc1Br, O=C([O-])[O-], C1CCOC1, Ic1ccccc1, [Na+], [Na+], c1ccc(P(c2ccccc2)(c2ccccc2)[Pd](P(c2ccccc2)(c2ccccc2)c2ccccc2)(P(c2ccccc2)(c2ccccc2)c2ccccc2)P(c2ccccc2)(c2ccccc2)c2ccccc2)cc1. Reactants: ClC1=C(COC=2C=C3C=C(N(C3=CC2)CCCC#N)CO)C(=CC=C1)Cl (4-[5-(2,6-dichlorobenzyloxy)-2-hydroxymethyl-indol-1-yl]butyronitrile). The reagents and catalysts are O=[Mn]=O (MnO2). Solvent: C(Cl)Cl (CH2Cl2). Conditions: time 18 hour. Product: ClC1=C(COC=2C=C3C=C(N(C3=CC2)CCCC#N)C=O)C(=CC=C1)Cl (4-[5-(2,6-Dichlorobenzyloxy)-2-formyl-indol-1-yl]butyronitrile). The yield is 72.7%. RXN SMILES: [Cl:1][C:2]1[CH:25]=[CH:24][CH:23]=[C:22]([Cl:26])[C:3]=1[CH2:4][O:5][C:6]1[CH:7]=[C:8]2[C:12](=[CH:13][CH:14]=1)[N:11]([CH2:15][CH2:16][CH2:17][C:18]#[N:19])[C:10]([CH2:20][OH:21])=[CH:9]2>C(Cl)Cl.O=[Mn]=O>[Cl:1][C:2]1[CH:25]=[CH:24][CH:23]=[C:22]([Cl:26])[C:3]=1[CH2:4][O:5][C:6]1[CH:7]=[C:8]2[C:12](=[CH:13][CH:14]=1)[N:11]([CH2:15][CH2:16][CH2:17][C:18]#[N:19])[C:10]([CH:20]=[O:21])=[CH:9]2. Procedure details: To a solution of 4-[5-(2,6-dichlorobenzyloxy)-2-hydroxymethyl-indol-1-yl]butyronitrile (1.73 g, 4.44 mmol) in CH2Cl2 (100 mL) was added MnO2 (3.09 g, 35.6 mmol) and the reaction was stirred at room temperature for 18 h. The reaction mixture was filtered through Celite and the filtrate was concentrated under reduced pressure. Purification by flash column chromatography (silica gel, ethyl acetate/hexane) yielded the desired aldehyde (1.25 g, 73%) as a white solid. MS(ES) m/e 387.0 [M+H]+. Starting materials: N#Cc1ccc2c(c1)CC(=O)N2, COc1cc2c(Cl)ncnc2cc1OCCN1CCCC1, [H-], [Na+], CN(C)C=O. Yields the product COc1cc2c(C3C(=O)Nc4ccc(C#N)cc43)ncnc2cc1OCCN1CCCC1, Cl. Reaction SMILES: [C:1](#[N:2])[c:3]1[cH:4][c:5]2[c:9]([cH:10][cH:11]1)[NH:8][C:7](=[O:12])[CH2:6]2.[Cl:15][c:16]1[n:17][cH:18][n:19][c:20]2[cH:21][c:22]([O:28][CH2:29][CH2:30][N:31]3[CH2:32][CH2:33][CH2:34][CH2:35]3)[c:23]([O:26][CH3:27])[cH:24][c:25]12.[H-:13].[Na+:14].[O:36]=[CH:37][N:38]([CH3:39])[CH3:40]>>[C:1](#[N:2])[c:3]1[cH:4][c:5]2[c:9]([cH:10][cH:11]1)[NH:8][C:7](=[O:12])[CH:6]2[c:16]1[n:17][cH:18][n:19][c:20]2[cH:21][c:22]([O:28][CH2:29][CH2:30][N:31]3[CH2:32][CH2:33][CH2:34][CH2:35]3)[c:23]([O:26][CH3:27])[cH:24][c:25]12.[ClH:15]. Reactants: COC(C)OCOCCCCCCCCCO, CS(C)=O, C(=NC1CCCCC1)=NC1CCCCC1, O=C(O)C(F)(F)F, c1ccncc1, c1ccccc1. The product is COC(C)OCOCCCCCCCCC=O. Reaction SMILES: [CH3:14][O:15][CH:16]([CH3:17])[O:18][CH2:19][O:20][CH2:21][CH2:22][CH2:23][CH2:24][CH2:25][CH2:26][CH2:27][CH2:28][CH2:29][OH:30].[CH3:52][S:53]([CH3:54])=[O:55].[CH:31]1([N:32]=[C:33]=[N:34][CH:35]2[CH2:36][CH2:37][CH2:38][CH2:39][CH2:40]2)[CH2:41][CH2:42][CH2:43][CH2:44][CH2:45]1.[F:7][C:8]([F:9])([F:10])[C:11]([OH:12])=[O:13].[cH:1]1[cH:2][cH:3][n:4][cH:5][cH:6]1.[cH:46]1[cH:47][cH:48][cH:49][cH:50][cH:51]1>>[CH3:14][O:15][CH:16]([CH3:17])[O:18][CH2:19][O:20][CH2:21][CH2:22][CH2:23][CH2:24][CH2:25][CH2:26][CH2:27][CH2:28][CH:29]=[O:30].